From a dataset of the Open Reaction Database (ORD), a public repository of structured organic reaction records. describe an organic reaction: reactants, conditions, products, and yield Reactants: CC(C)(Br)C(=O)Br, COC(=O)C12CC3CC(C1)C(NNC(=O)OCc1ccccc1)C(C3)C2. The product is COC(=O)C12CC3CC(C1)C(N(NC(=O)OCc1ccccc1)C(=O)C(C)(C)Br)C(C3)C2. RXN SMILES: [Br:27][C:28]([C:29](=[O:30])[Br:31])([CH3:32])[CH3:33].[CH3:1][O:2][C:3](=[O:4])[C:5]12[CH2:6][CH:7]3[CH:8]([NH:15][NH:16][C:17](=[O:18])[O:19][CH2:20][c:21]4[cH:22][cH:23][cH:24][cH:25][cH:26]4)[CH:9]([CH2:10][CH:11]([CH2:12]1)[CH2:13]3)[CH2:14]2>>[CH3:1][O:2][C:3](=[O:4])[C:5]12[CH2:6][CH:7]3[CH:8]([N:15]([NH:16][C:17](=[O:18])[O:19][CH2:20][c:21]4[cH:22][cH:23][cH:24][cH:25][cH:26]4)[C:29]([C:28]([Br:27])([CH3:32])[CH3:33])=[O:30])[CH:9]([CH2:10][CH:11]([CH2:12]1)[CH2:13]3)[CH2:14]2. Starting materials: O (water), CI (methyl iodide), CI (methyl iodide), [H-].[Na+] (sodium hydride), O (water), C(C)N1C2=CC=CC=C2C=2C3CC(C(C12)CC3)NC=O (N-(9-ethyl-2,3,4,9-tetrahydro-1,4-ethano-1H-carbazol-2-yl)-formamide). Run in C=1(C(=CC=CC1)C)C (xylene), C=1(C(=CC=CC1)C)C (xylene). Run at time 18 hour. Yields the product C(C)N1C2=CC=CC=C2C=2C3CC(C(C12)CC3)N(C=O)C (N-(9-Ethyl-2,3,4,9-tetrahydro-1,4-ethano-1H-carbazol-2-yl)-N-methyl-formamide). RXN SMILES: [H-].[Na+].[CH2:3]([N:5]1[C:17]2[CH:16]3[CH2:18][CH2:19][CH:13]([CH2:14][CH:15]3[NH:20][CH:21]=[O:22])[C:12]=2[C:11]2[C:6]1=[CH:7][CH:8]=[CH:9][CH:10]=2)[CH3:4].O.[CH3:24]I>C1(C)C(C)=CC=CC=1>[CH2:3]([N:5]1[C:17]2[CH:16]3[CH2:18][CH2:19][CH:13]([CH2:14][CH:15]3[N:20]([CH3:24])[CH:21]=[O:22])[C:12]=2[C:11]2[C:6]1=[CH:7][CH:8]=[CH:9][CH:10]=2)[CH3:4] |f:0.1|. Reported procedure: To a stirred suspension of sodium hydride (0.5 g of 57% oil dispersion, 0.011 mole) in dry xylene (15 ml), a solution of N-(9-ethyl-2,3,4,9-tetrahydro-1,4-ethano-1H-carbazol-2-yl)-formamide (0.9 g, 0.0034 mole, described in Example 6) in dry xylene (15 ml) was added dropwise under nitrogen. The suspension was refluxed with stirring for 18 hr. The reaction mixture was cooled. The water condenser was replaced by a dry ice/acetone condenser and methyl iodide (1.7 ml) was added. The reaction mixture...